Dataset: the Open Reaction Database (ORD), a public repository of structured organic reaction records. Task: describe an organic reaction: reactants, conditions, products, and yield Starting materials: Cl.C(=N)N (formamidine HCl salt), CC[O-].[Na+] (NaOEt), CC1SCC(C1C(=O)OC)=O (methyl 2-methyl-4-oxo-tetrahydrothiophene-3-carboxylate). The solvent is C(C)O (ethanol). Run at time 1 hour. The product is CC1SCC=2N=CN=C(C21)O (5-methyl-5,7-dihydrothieno[3,4-d]pyrimidin-4-ol). Yield: 47.2%. RXN SMILES: Cl.[CH:2]([NH2:4])=[NH:3].CC[O-].[Na+].[CH3:9][CH:10]1[CH:14]([C:15](OC)=[O:16])[C:13](=O)[CH2:12][S:11]1>C(O)C>[CH3:9][CH:10]1[C:14]2[C:15]([OH:16])=[N:4][CH:2]=[N:3][C:13]=2[CH2:12][S:11]1 |f:0.1,2.3|. Procedure details: To a solution of formamidine HCl salt (37.3 g, 463 mmol) in ethanol (300 mL) was slowly added NaOEt (21%, 169 mL, 453 mmol). The mixture was stirred at room temperature for 1 hour and then filtered. To the filtrate was added methyl 2-methyl-4-oxo-tetrahydrothiophene-3-carboxylate (79 g, 453 mmol). The mixture was stirred at room temperature for 1 hour and then refluxed overnight. After cooling, the solvent was removed and the residue was purified by silica gel chromatography, eluted with Hexane/...